This data is from the Open Reaction Database (ORD), a public repository of structured organic reaction records. The task is: describe an organic reaction: reactants, conditions, products, and yield Reactants: COc1ccc(-c2cccc(C(=O)CC(=O)Nc3cc(C(F)(F)F)c(OCC(F)(F)F)cc3NC(=O)OC(C)(C)C)c2)cn1, ClCCl, O=C(O)C(F)(F)F. Product: COc1ccc(-c2cccc(C3=Nc4cc(OCC(F)(F)F)c(C(F)(F)F)cc4NC(=O)C3)c2)cn1. Reaction SMILES: [C:1]([O:2][C:3](=[O:4])[NH:7][c:8]1[c:9]([NH:24][C:25]([CH2:26][C:27](=[O:5])[c:29]2[cH:30][c:31](-[c:35]3[cH:36][n:37][c:38]([O:41][CH3:42])[cH:39][cH:40]3)[cH:32][cH:33][cH:34]2)=[O:43])[cH:10][c:11]([C:20]([F:21])([F:22])[F:23])[c:12]([O:14][CH2:15][C:16]([F:17])([F:18])[F:19])[cH:13]1)([CH3:6])([CH3:28])[CH3:44].[Cl:52][CH2:53][Cl:54].[F:45][C:46]([F:47])([F:48])[C:49]([OH:50])=[O:51]>>[N:7]1=[C:27]([c:29]2[cH:30][c:31](-[c:35]3[cH:36][n:37][c:38]([O:41][CH3:42])[cH:39][cH:40]3)[cH:32][cH:33][cH:34]2)[CH2:26][C:25](=[O:43])[NH:24][c:9]2[c:8]1[cH:13][c:12]([O:14][CH2:15][C:16]([F:17])([F:18])[F:19])[c:11]([C:20]([F:21])([F:22])[F:23])[cH:10]2. Reaction SMILES: [CH3:23][OH:24].[Cl:19][CH2:20][CH2:21][NH2:22].[Cl:1][c:2]1[c:3]([N+:15](=[O:16])[O-:17])[cH:4][c:5]([C:6](=[O:7])[O:8][CH3:9])[cH:10][c:11]1[N+:12](=[O:13])[O-:14].[ClH:18]>>[c:2]1([NH:22][CH2:21][CH2:20][Cl:19])[c:3]([N+:15](=[O:16])[O-:17])[cH:4][c:5]([C:6](=[O:7])[O:8][CH3:9])[cH:10][c:11]1[N+:12](=[O:13])[O-:14]. Reactants: CO, NCCCl, COC(=O)c1cc([N+](=O)[O-])c(Cl)c([N+](=O)[O-])c1, Cl. The product is COC(=O)c1cc([N+](=O)[O-])c(NCCCl)c([N+](=O)[O-])c1. Reactants: [H-].[Al+3].[Li+].[H-].[H-].[H-] (lithium aluminum hydride), Cl.N[C@@H](CC(=O)OCC)C1=CC=CC=C1 (ethyl (S)-3-amino-3-phenyl-propionate hydrochloride), C1CCOC1 (THF). The solvent is O (water). Reaction conditions: time 1 hour. The product is N[C@@H](CCO)C1=CC=CC=C1 ((S)-3-amino-3-phenylpropanol). Yield: 80.1%. Reaction SMILES: [H-].[Al+3].[Li+].[H-].[H-].[H-].Cl.[NH2:8][C@H:9]([C:16]1[CH:21]=[CH:20][CH:19]=[CH:18][CH:17]=1)[CH2:10][C:11](OCC)=[O:12].C1COCC1>O>[NH2:8][C@H:9]([C:16]1[CH:21]=[CH:20][CH:19]=[CH:18][CH:17]=1)[CH2:10][CH2:11][OH:12] |f:0.1.2.3.4.5,6.7|. Procedure details: 1.45 g (38.1 mmol) of lithium aluminum hydride were added in portions with ice-cooling to a suspension of 3.5 g (15.2 mmol) of ethyl (S)-3-amino-3-phenyl-propionate hydrochloride in 150 ml or absolute THF and the mixture was stirred at room temperature for 1 hour. 5 ml of water were then cautiously added dropwise with ice-cooling. The precipitate was filtered off and the filtrate was concentrated in vacuo. The residue was taken up in DCM and the solution was extracted with water. The organic pha... The reactants are O=C1N(CCC=C1)C1CCNCC1 (4-(2-oxo-1,2,5,6-tetrahydropyrid-1-yl)piperidine), ClC=1C=C(C=CC1Cl)C(CN(C(C1=CC=CC=C1)=O)C)CC=O (N-[2-(3,4- dichlorophenyl)-4-oxobutyl]-N-methylbenzamide), ClC=1C=C(C=CC1Cl)[C@@H](CN(C(C1=CC=CC=C1)=O)C)CC=O ((S)-N-[2-(3,4-dichlorophenyl)-4-oxobutyl]-N-methylbenzamide). The product is Cl.ClC=1C=C(C=CC1Cl)[C@@H](CN(C(C1=CC=CC=C1)=O)C)CCN1CCC(CC1)N1C(C=CCC1)=O ((S)-N-[2-(3,4-Dichlorophenyl)-4-[4-(2-oxo-1,2,5,6-tetrahydropyrid-1-yl)piperidino]butyl]-N-methylbenzamide hydrochloride). RXN SMILES: [O:1]=[C:2]1[CH:7]=[CH:6][CH2:5][CH2:4][N:3]1[CH:8]1[CH2:13][CH2:12][NH:11][CH2:10][CH2:9]1.[Cl:14]C1C=C(C(CC=O)CN(C)C(=O)C2C=CC=CC=2)C=CC=1Cl.[Cl:37][C:38]1[CH:39]=[C:40]([C@H:45]([CH2:57][CH:58]=O)[CH2:46][N:47]([CH3:56])[C:48](=[O:55])[C:49]2[CH:54]=[CH:53][CH:52]=[CH:51][CH:50]=2)[CH:41]=[CH:42][C:43]=1[Cl:44]>>[ClH:14].[Cl:37][C:38]1[CH:39]=[C:40]([C@H:45]([CH2:57][CH2:58][N:11]2[CH2:12][CH2:13][CH:8]([N:3]3[CH2:4][CH2:5][CH:6]=[CH:7][C:2]3=[O:1])[CH2:9][CH2:10]2)[CH2:46][N:47]([CH3:56])[C:48](=[O:55])[C:49]2[CH:50]=[CH:51][CH:52]=[CH:53][CH:54]=2)[CH:41]=[CH:42][C:43]=1[Cl:44] |f:3.4|. Reported procedure: Using a procedure similar to that described in Example 7, except replacing 4-(2-oxopyrrolidin-1-yl)piperdine with 4-(2-oxo-1,2,5,6-tetrahydropyrid-1-yl)piperidine and N-[2-(3,4- dichlorophenyl)-4-oxobutyl]-N-methylbenzamide with (S)-N-[2-(3,4-dichlorophenyl)-4-oxobutyl]-N-methylbenzamide, the title compound was obtained as a white solid; MS: m/z=514(M+1). Analysis for C28H33Cl2N3O2.2.50 HCl. 0.30 Et2O: Calculated: C, 55.86; H, 6.18; N, 6.69; Found: C, 55.83; H, 6.43; N, 6.66. Isolated yield 38.9%. Reported procedure: In a 250 ml, three-necked, frame dried, round bottom flask, aluminum 0.40 g (15 mmol), biphenyl 20.0 g (130 mmol), and (1,2-dichloroethyl)- trichlorosilane 7.50 ml (53.5 mmol) were reacted as in Example 1 at 120° C. for 30 min. Freshly distilled hexane (60 ml) was added to the reaction mixture and insoluble solids in hexane were filtered from the organic solution. After hexane was distilled, the reaction products were vacuum distilled to give 6.53 g of 9-(trichlorosilyl)methylfluorene (bp; 130°-... Solvent: CCCCCC (hexane), CCCCCC (hexane). Yields the product Cl[Si](Cl)(Cl)CC1C2=CC=CC=C2C=2C=CC=CC12 (9-(trichlorosilyl)methylfluorene). As a reaction SMILES: [Al].[C:2]1([C:8]2[CH:13]=[CH:12][CH:11]=[CH:10][CH:9]=2)[CH:7]=[CH:6][CH:5]=[CH:4][CH:3]=1.Cl[CH:15]([Si:18]([Cl:21])([Cl:20])[Cl:19])[CH2:16]Cl>CCCCCC>[Cl:19][Si:18]([CH2:15][CH:16]1[C:13]2[CH:12]=[CH:11][CH:10]=[CH:9][C:8]=2[C:2]2[C:7]1=[CH:6][CH:5]=[CH:4][CH:3]=2)([Cl:21])[Cl:20]. Reactants: [Al] (aluminum), C1(=CC=CC=C1)C1=CC=CC=C1 (biphenyl), ClC(CCl)[Si](Cl)(Cl)Cl ((1,2-dichloroethyl)- trichlorosilane). As a reaction SMILES: [C:1](O)([CH3:4])([CH3:3])C.C[C:7]([CH3:10])([O-])[CH3:8].[K+].[CH2:12]1[CH2:16]OC[CH2:13]1>O>[CH2:13]=[CH:12][CH:16]=[CH:8][CH2:7][CH2:10][CH2:3][CH2:1][CH3:4] |f:1.2|. Solvent: O (water). Yields the product C=CC=CCCCCC (1,3-nonadiene). Starting materials: C(C)(C)(C)O (tert-butanol), C(C)(C)(C)O (tert-butanol), ice, CC(C)([O-])C.[K+] (potassium tert-butoxide), C1CCOC1 (THF), compound, C1CCOC1 (THF), (Z)- and (E)-1,3-nonadiene. Procedure: The latter compound (5.4 g) was dissolved in 20 mL of 1:9 THF:tert-butanol and added dropwise to an ice cold solution of potassium tert-butoxide (6.75 g) in 100 mL of 1:9 THF:tert-butanol. The reaction mixture was stirred in ice for 1 hour and at room temperature for 0.5 hours. The reaction mixture was diluted with water (200 mL) and extracted with pentane (2×75 mL). The combined organic layer was washed with water (4×150 mL). The organic layer was separated, dried with anhydrous magnesium sulfa... Reaction conditions: time 0.5 hour. Reactants: CCN(CC=CC#CC(C)(C)C)Cc1cccc(N)c1, O=Cc1ccccc1, NCc1cccc(N)c1, O=Cc1cccc(-c2ccsc2)c1. Product: CCN(CC=CC#CC(C)(C)C)Cc1cccc(NCc2cccc(-c3ccsc3)c2)c1. As a reaction SMILES: [CH3:1][C:2]([C:3]#[C:4][CH:5]=[CH:6][CH2:7][N:8]([CH2:9][CH3:10])[CH2:11][c:12]1[cH:13][c:14]([NH2:18])[cH:15][cH:16][cH:17]1)([CH3:19])[CH3:20].[CH:43]([c:44]1[cH:45][cH:46][cH:47][cH:48][cH:49]1)=[O:50].[NH2:34][c:35]1[cH:36][c:37]([CH2:41][NH2:42])[cH:38][cH:39][cH:40]1.[s:21]1[cH:22][c:23](-[c:26]2[cH:27][c:28]([CH:29]=[O:30])[cH:31][cH:32][cH:33]2)[cH:24][cH:25]1>>[CH3:1][C:2]([C:3]#[C:4][CH:5]=[CH:6][CH2:7][N:8]([CH2:9][CH3:10])[CH2:11][c:12]1[cH:13][c:14]([NH:18][CH2:29][c:28]2[cH:27][c:26](-[c:23]3[cH:22][s:21][cH:25][cH:24]3)[cH:33][cH:32][cH:31]2)[cH:15][cH:16][cH:17]1)([CH3:19])[CH3:20]. The reactants are C(CCC)C1=C(C(N=C2N1C(C(N2)=O)C)=O)CC2=CC=C(C=C2)C2=C(C=CC=C2)C2=NN=NN2C(C2=CC=CC=C2)(C2=CC=CC=C2)C2=CC=CC=C2 (5-butyl-3-methyl-6-[[2'-[N-triphenylmethyl-(1H-tetrazol-5-yl)]biphenyl-4-yl]methyl]imidazo[1,2-a]pyrimidin-2,7-dione). The solvent is CC(=O)O (AcOH), O (H2O). The product is C(CCC)C1=C(C(N=C2N1C(C(N2)=O)C)=O)CC2=CC=C(C=C2)C2=C(C=CC=C2)C2=NN=NN2 (5-Butyl-3-methyl-6-[[2'-(1H-tetrazol-5-yl)biphenyl-4-yl]methyl]imidazo[1,2-a]pyrimidin-2,7-dione). Yield: 76.6%. Reaction SMILES: [CH2:1]([C:5]1[N:10]2[CH:11]([CH3:15])[C:12](=[O:14])[NH:13][C:9]2=[N:8][C:7](=[O:16])[C:6]=1[CH2:17][C:18]1[CH:23]=[CH:22][C:21]([C:24]2[CH:29]=[CH:28][CH:27]=[CH:26][C:25]=2[C:30]2[N:34](C(C3C=CC=CC=3)(C3C=CC=CC=3)C3C=CC=CC=3)[N:33]=[N:32][N:31]=2)=[CH:20][CH:19]=1)[CH2:2][CH2:3][CH3:4]>CC(O)=O.O>[CH2:1]([C:5]1[N:10]2[CH:11]([CH3:15])[C:12](=[O:14])[NH:13][C:9]2=[N:8][C:7](=[O:16])[C:6]=1[CH2:17][C:18]1[CH:23]=[CH:22][C:21]([C:24]2[CH:29]=[CH:28][CH:27]=[CH:26][C:25]=2[C:30]2[NH:34][N:33]=[N:32][N:31]=2)=[CH:20][CH:19]=1)[CH2:2][CH2:3][CH3:4]. Procedure details: A solution of 0.2 g of 5-butyl-3-methyl-6-[[2'-[N-triphenylmethyl-(1H-tetrazol-5-yl)]biphenyl-4-yl]methyl]imidazo[1,2-a]pyrimidin-2,7-dione in 6 ml of AcOH and 2 ml of H2O is stirred at room temperature for 5 h, then is evaporated under reduced pressure. The residue is taken up into H2O, adjusted to pH 8 with diluted NaOH and extracted with AcOet. The aqueous phase is acidified to pH 5 with AcOH, to separate a solid which is filtered off and washed with H2O, to obtain 0.1 g of a white solid (80%... Reactants: ClC=1C2=C(N=CN1)SC1=C2CCN(C1)C(=O)OC(C)(C)C (tert-Butyl 4-chloro-5,8-dihydropyrido[4′,3′:4,5]thieno[2,3-d]pyrimidine-7(6H)-carboxylate), N1=C(C=CC=C1)CN1N=CC2=CC(=CC=C12)N (1-(Pyridin-2-ylmethyl)-1H-indazol-5-amine). Yields the product N1=C(C=CC=C1)CN1N=CC2=CC(=CC=C12)NC=1C2=C(N=CN1)SC1=C2CCNC1 (N-[1-(Pyridin-2-ylmethyl)-1H-indazol-5-yl]-5,6,7,8-tetrahydropyrido[4′,3′:4,5]thieno[2,3-d]-pyrimidin-4-amine). Reaction SMILES: Cl[C:2]1[C:3]2[C:10]3[CH2:11][CH2:12][N:13](C(OC(C)(C)C)=O)[CH2:14][C:9]=3[S:8][C:4]=2[N:5]=[CH:6][N:7]=1.[N:22]1[CH:27]=[CH:26][CH:25]=[CH:24][C:23]=1[CH2:28][N:29]1[C:37]2[C:32](=[CH:33][C:34]([NH2:38])=[CH:35][CH:36]=2)[CH:31]=[N:30]1>>[N:22]1[CH:27]=[CH:26][CH:25]=[CH:24][C:23]=1[CH2:28][N:29]1[C:37]2[C:32](=[CH:33][C:34]([NH:38][C:2]3[C:3]4[C:10]5[CH2:11][CH2:12][NH:13][CH2:14][C:9]=5[S:8][C:4]=4[N:5]=[CH:6][N:7]=3)=[CH:35][CH:36]=2)[CH:31]=[N:30]1. Reported procedure: The title compound was synthesized in analogy to Example 12A from tert-butyl 4-chloro-5,8-dihydropyrido[4′,3′:4,5]thieno[2,3-d]pyrimidine-7(6H)-carboxylate from Example 11A (4.84 g, 14.5 mmol) and 1-(pyridin-2-ylmethyl)-1H-indazol-5-amine from Example 61A (3.50 g, 15.6 mmol) to yield 4.39 g (71%).